Dataset: the Open Reaction Database (ORD), a public repository of structured organic reaction records. Task: describe an organic reaction: reactants, conditions, products, and yield Reactants: C1(CCCC1)N(C(NC=1SC(=CN1)SCC(=O)O)=O)[C@@H]1CC[C@H](CC1)CC ({2-[3-cyclopentyl-3-(trans-4-ethyl-cyclohexyl)-ureido]-thiazol-5-ylsulfanyl}-acetic acid), C1(CCCC1)N[C@@H]1CC[C@H](CC1)C(C)C (cyclopentyl-(trans-4-isopropyl-cyclohexyl)-amine), C(C)OC(CCSC1=CN=C(S1)N)=O (3-(2-amino-thiazol-5-ylsulfanyl)-propionic acid ethyl ester). Yields the product C1(CCCC1)N(C(NC=1SC(=CN1)SCCC(=O)O)=O)[C@@H]1CC[C@H](CC1)C(C)C (3-{2-[3-Cyclopentyl-3-(trans-4-isopropyl-cyclohexyl)-ureido]-thiazol-5-ylsulfanyl}-propionic acid). Reaction SMILES: [CH:1]1([N:6]([C@H:20]2[CH2:25][CH2:24][C@H:23]([CH2:26][CH3:27])[CH2:22][CH2:21]2)[C:7](=[O:19])[NH:8][C:9]2[S:10][C:11]([S:14][CH2:15]C(O)=O)=[CH:12][N:13]=2)[CH2:5][CH2:4][CH2:3][CH2:2]1.[CH:28]1(N[C@H]2CC[C@H](C(C)C)CC2)CCCC1.C([O:45][C:46](=[O:56])[CH2:47]CSC1SC(N)=NC=1)C>>[CH:1]1([N:6]([C@H:20]2[CH2:25][CH2:24][C@H:23]([CH:26]([CH3:28])[CH3:27])[CH2:22][CH2:21]2)[C:7](=[O:19])[NH:8][C:9]2[S:10][C:11]([S:14][CH2:15][CH2:47][C:46]([OH:56])=[O:45])=[CH:12][N:13]=2)[CH2:2][CH2:3][CH2:4][CH2:5]1. Procedure: Prepared in a similar manner to {2-[3-cyclopentyl-3-(trans-4-ethyl-cyclohexyl)-ureido]-thiazol-5-ylsulfanyl}-acetic acid via cyclopentyl-(trans-4-isopropyl-cyclohexyl)-amine and 3-(2-amino-thiazol-5-ylsulfanyl)-propionic acid ethyl ester to give the title compound. Starting materials: [BH4-].[Na+] (Sodium borohydride), ClC=1C(=C(C=CC1)NC1=NC=NC2=CC(=C(C=C12)C=O)OC)F (4-[(3-chloro-2-fluorophenyl)amino]-7-methoxyquinazoline-6-carbaldehyde). Run in CO (methanol). Conditions: time 10 minute. Yields the product ClC=1C(=C(C=CC1)NC1=NC=NC2=CC(=C(C=C12)CO)OC)F ({4-[(3-chloro-2-fluorophenyl)amino]-7-methoxyquinazolin-6-yl}methanol). The yield is 99.2%. As a reaction SMILES: [BH4-].[Na+].[Cl:3][C:4]1[C:5]([F:25])=[C:6]([NH:10][C:11]2[C:20]3[C:15](=[CH:16][C:17]([O:23][CH3:24])=[C:18]([CH:21]=[O:22])[CH:19]=3)[N:14]=[CH:13][N:12]=2)[CH:7]=[CH:8][CH:9]=1>CO>[Cl:3][C:4]1[C:5]([F:25])=[C:6]([NH:10][C:11]2[C:20]3[C:15](=[CH:16][C:17]([O:23][CH3:24])=[C:18]([CH2:21][OH:22])[CH:19]=3)[N:14]=[CH:13][N:12]=2)[CH:7]=[CH:8][CH:9]=1 |f:0.1|. Procedure: Sodium borohydride (0.046 g, 1.21 mmol) was added to a stirred suspension of 4-[(3-chloro-2-fluorophenyl)amino]-7-methoxyquinazoline-6-carbaldehyde (0.20 g, 0.604 mmol) in methanol (1 ml) at 0° C., over period of 5 minutes. The reaction mixture was allowed to stir at room temperature for 10 minutes and concentrated to dryness. The resulting grey solid was washed with water (2×1 ml) and dried to a constant weight under high vacuum at 40° C. to afford {4-[(3-chloro-2-fluorophenyl)amino]-7-methoxyq... Reactants: COCCOC, CCO, [Na], [C-]#[N+]CS(=O)(=O)c1ccc(C)cc1, O=C1CCc2c(OCCn3ccnc3)cccc21. Product: N#CC1CCc2c(OCCn3ccnc3)cccc21. Reaction SMILES: [CH2:36]([CH2:37][O:38][CH3:39])[O:40][CH3:41].[CH3:33][CH2:34][OH:35].[Na:32].[c:19]1([CH3:20])[cH:21][cH:22][c:23]([S:24](=[O:26])(=[O:27])[CH2:28][N+:29]#[C-:25])[cH:30][cH:31]1.[n:1]1([CH2:6][CH2:7][O:8][c:9]2[c:10]3[c:14]([cH:15][cH:16][cH:17]2)[C:13](=[O:18])[CH2:12][CH2:11]3)[cH:2][n:3][cH:4][cH:5]1>>[n:1]1([CH2:6][CH2:7][O:8][c:9]2[c:10]3[c:14]([cH:15][cH:16][cH:17]2)[CH:13]([C:28]#[N:29])[CH2:12][CH2:11]3)[cH:2][n:3][cH:4][cH:5]1. Starting materials: CN(C)C=O, O=[N+]([O-])c1cc(Br)nc(Br)c1, [Na], O=S(O)c1ccccc1. The product is O=S(=O)(c1ccccc1)c1cc(Br)nc(Br)c1. RXN SMILES: [CH3:22][N:23]([CH3:24])[CH:25]=[O:26].[N+:1]([O-:2])(=[O:3])[c:4]1[cH:5][c:6]([Br:11])[n:7][c:8]([Br:10])[cH:9]1.[Na:12].[c:13]1([S:19](=[O:20])[OH:21])[cH:14][cH:15][cH:16][cH:17][cH:18]1>>[c:4]1([S:19]([c:13]2[cH:14][cH:15][cH:16][cH:17][cH:18]2)(=[O:20])=[O:21])[cH:5][c:6]([Br:11])[n:7][c:8]([Br:10])[cH:9]1. Reactants: [OH-].[K+] (KOH), CC(COC1=CC=C2C(C(=C(OC2=C1C(C)=O)C1=CC=CC=C1)C)=O)=C (7-(2-methylallyloxy) 8acetyl-3methylflavone), C(C1=CC=CC=C1)=O (benzaldehyde). As a reaction SMILES: [OH-].[K+].[CH3:3][C:4](=[CH2:28])[CH2:5][O:6][C:7]1[C:16]([C:17](=[O:19])[CH3:18])=[C:15]2[C:10]([C:11](=[O:27])[C:12]([CH3:26])=[C:13]([C:20]3[CH:25]=[CH:24][CH:23]=[CH:22][CH:21]=3)[O:14]2)=[CH:9][CH:8]=1.[CH:29](=O)[C:30]1[CH:35]=[CH:34][CH:33]=[CH:32][CH:31]=1>C(O)C.O>[CH3:26][C:12]1[C:11](=[O:27])[C:10]2[C:15](=[C:16]([C:17](=[O:19])[CH:18]=[CH:29][C:30]3[CH:35]=[CH:34][CH:33]=[CH:32][CH:31]=3)[C:7]([O:6][CH2:5][C:4]([CH3:3])=[CH2:28])=[CH:8][CH:9]=2)[O:14][C:13]=1[C:20]1[CH:21]=[CH:22][CH:23]=[CH:24][CH:25]=1 |f:0.1|. Solvent: C(C)O (ethanol), O (water). Isolated yield 85.5%. Product: CC1=C(OC2=C(C(=CC=C2C1=O)OCC(=C)C)C(C=CC1=CC=CC=C1)=O)C1=CC=CC=C1 (1-[3-Methyl-7-(2-Methylallyloxy)Flavon-8-yl]-3-Phenylpropen-1-one). Procedure details: A solution of KOH 50% (3 ml) is added to an equimolar solution of 7-(2-methylallyloxy) 8acetyl-3methylflavone (2.61 g, 0.0075 mol) and benzaldehyde (0.8 g, 0.0075 mol) in ethanol 95%; the addition is performed under energetic stirring at room temperature. The reaction is left under stirring for one night and then diluted with water and acidified; the precipitate is separated by filtration and dried under vacuum. The compound is crystallized by methanol to give 2.8 g of product m.p. 145-47° C., 1... Starting materials: Br, CCOC(=O)C(C)c1ccc(C=C2CCCCC2=O)cc1, C1COCCO1. Yields the product CC(C(=O)O)c1ccc(C=C2CCCCC2=O)cc1. As a reaction SMILES: [BrH:22].[O:1]=[C:2]1[C:3](=[CH:8][c:9]2[cH:10][cH:11][c:12]([CH:15]([C:16](=[O:17])[O:18][CH2:19][CH3:20])[CH3:21])[cH:13][cH:14]2)[CH2:4][CH2:5][CH2:6][CH2:7]1.[O:23]1[CH2:24][CH2:25][O:26][CH2:27][CH2:28]1>>[O:1]=[C:2]1[C:3](=[CH:8][c:9]2[cH:10][cH:11][c:12]([CH:15]([C:16](=[O:17])[OH:18])[CH3:21])[cH:13][cH:14]2)[CH2:4][CH2:5][CH2:6][CH2:7]1. The reactants are ClC=1CCN(CCC1C=O)C(=O)OCC1=CC=CC=C1 (benzyl 4-chloro-5-formyl-2,3,6,7-tetrahydro-1H-1-azepine-carboxylate), solution, Br (hydrogen bromide). Solvent: C(C)(=O)O (acetic acid). The product is Br.ClC=1CCNCCC1C=O (4-Chloro-5-formyl-2,3,6,7-tetrahydro-1H-azepine hydrobromide). Reaction SMILES: [Cl:1][C:2]1[CH2:3][CH2:4][N:5](C(OCC2C=CC=CC=2)=O)[CH2:6][CH2:7][C:8]=1[CH:9]=[O:10].[BrH:21]>C(O)(=O)C>[BrH:21].[Cl:1][C:2]1[CH2:3][CH2:4][NH:5][CH2:6][CH2:7][C:8]=1[CH:9]=[O:10] |f:3.4|. Procedure details: 10.5 gm (0.036 mol) of benzyl 4-chloro-5-formyl-2,3,6,7-tetrahydro-1H-1-azepine-carboxylate were mixed with 100 ml of a 40% solution of hydrogen bromide in glacial acetic acid, while stirring and cooling with ice. The mixture was then stirred for 3 hours at room temperature. It was then concentrated by evaporation in a rotary evaporator, and the residue was triturated with ether. After the ether had been decanted several times, the product was suction-filtered and washed twice with absolute ethe...